Dataset: the Open Reaction Database (ORD), a public repository of structured organic reaction records. Task: describe an organic reaction: reactants, conditions, products, and yield Starting materials: C(C)(C)NC1=CC=CC=C1 (N-Isopropylaniline), C(C=C)N1C[C@@H](N(C[C@H]1C)[C@@H](C1=CC(=CC=C1)O[Si](C)(C)C(C)(C)C)C=1C=C(C(=O)Cl)C=CC1)C (3-((αR)-α-((2S,5R)-4-allyl-2,5-dimethyl-1-piperazinyl)-3-(tert-butyldimethylsilyloxy)-benzyl)benzoyl chloride). Product: C(C=C)N1C[C@@H](N(C[C@H]1C)[C@@H](C1=CC(=CC=C1)O)C=1C=C(C(=O)N(C2=CC=CC=C2)C(C)C)C=CC1)C (3-((αR)-α-((2S,5R)-4-allyl-2,5-dimethyl-1-piperazinyl)-3-hydroxybenzyl)-N-isopropyl-N-phenylbenzamide). RXN SMILES: [CH:1]([NH:4][C:5]1[CH:10]=[CH:9][CH:8]=[CH:7][CH:6]=1)([CH3:3])[CH3:2].[CH2:11]([N:14]1[C@H:19]([CH3:20])[CH2:18][N:17]([C@H:21]([C:36]2[CH:37]=[C:38]([CH:42]=[CH:43][CH:44]=2)[C:39](Cl)=[O:40])[C:22]2[CH:27]=[CH:26][CH:25]=[C:24]([O:28][Si](C(C)(C)C)(C)C)[CH:23]=2)[C@@H:16]([CH3:45])[CH2:15]1)[CH:12]=[CH2:13]>>[CH2:11]([N:14]1[C@H:19]([CH3:20])[CH2:18][N:17]([C@H:21]([C:36]2[CH:37]=[C:38]([CH:42]=[CH:43][CH:44]=2)[C:39]([N:4]([CH:1]([CH3:3])[CH3:2])[C:5]2[CH:10]=[CH:9][CH:8]=[CH:7][CH:6]=2)=[O:40])[C:22]2[CH:27]=[CH:26][CH:25]=[C:24]([OH:28])[CH:23]=2)[C@@H:16]([CH3:45])[CH2:15]1)[CH:12]=[CH2:13]. Reported procedure: N-Isopropylaniline was then coupled with 3-((αR)-α-((2S,5R)-4-allyl-2,5-dimethyl-1-piperazinyl)-3-(tert-butyldimethylsilyloxy)-benzyl)benzoyl chloride, deprotected and purified by the methods described in Example 10 to give 3-((αR)-α-((2S,5R)-4-allyl-2,5-dimethyl-1-piperazinyl)-3-hydroxybenzyl)-N-isopropyl-N-phenylbenzamide as an off-white solid. NMR (200 MHz, DMSO-d6): δ0.92 (d, J=6.1 Hz, 3H); 0.99 (d, J=5.9 Hz, 3H); 1.11 (d, J=6.9 Hz, 6H); 1.70 (dd, J1 =7.2 Hz, J2 =11.1 Hz, 1H); 2.07 (dd, J1 =...